Dataset: the Open Reaction Database (ORD), a public repository of structured organic reaction records. Task: describe an organic reaction: reactants, conditions, products, and yield The reactants are COC(=O)CBr, CC(C)(C)OC(=O)NC1C(=O)Nc2ccccc2-c2ccccc21, Cl, [H-], [Na+], CN(C)C=O. The product is COC(=O)CN1C(=O)C(NC(=O)OC(C)(C)C)c2ccccc2-c2ccccc21. Reaction SMILES: [Br:27][CH2:28][C:29](=[O:30])[O:31][CH3:32].[C:1]([CH3:2])([CH3:3])([CH3:4])[O:5][C:6]([NH:7][CH:8]1[c:9]2[c:10]([cH:20][cH:21][cH:22][cH:23]2)-[c:11]2[c:12]([cH:16][cH:17][cH:18][cH:19]2)[NH:13][C:14]1=[O:15])=[O:24].[ClH:33].[H-:25].[Na+:26].[O:34]=[CH:35][N:36]([CH3:37])[CH3:38]>>[C:1]([CH3:2])([CH3:3])([CH3:4])[O:5][C:6]([NH:7][CH:8]1[c:9]2[c:10]([cH:20][cH:21][cH:22][cH:23]2)-[c:11]2[c:12]([cH:16][cH:17][cH:18][cH:19]2)[N:13]([CH2:28][C:29](=[O:30])[O:31][CH3:32])[C:14]1=[O:15])=[O:24]. Starting materials: ice, CC1=C(NC(N1)=O)C(=O)O (2,3-Dihydro-5-methyl-2-oxo-1H-imidazole-4-carboxylic acid), FC1=CC=C(C(=O)O)C=C1 (4-fluorobenzoic acid), ice, polyphosphoric acid. Reaction conditions: temperature 60 celsius. Yields the product FC1=CC=C(C(=O)C=2NC(NC2C)=O)C=C1 (4-(4-Fluorobenzoyl)-1,3-dihydro-5-methyl-2H-imidazol-2-one). As a reaction SMILES: [CH3:1][C:2]1[NH:6][C:5](=[O:7])[NH:4][C:3]=1[C:8]([OH:10])=O.[F:11][C:12]1[CH:20]=[CH:19][C:15](C(O)=O)=[CH:14][CH:13]=1>>[F:11][C:12]1[CH:20]=[CH:19][C:15]([C:8]([C:3]2[NH:4][C:5](=[O:7])[NH:6][C:2]=2[CH3:1])=[O:10])=[CH:14][CH:13]=1. Procedure: 2,3-Dihydro-5-methyl-2-oxo-1H-imidazole-4-carboxylic acid (71.0 g, 0.5 mol) and 4-fluorobenzoic acid (105 g, 0.75 mol) are mixed together then covered with polyphosphoric acid (1.6 Kg). The mixture is rapidly heated to 60° C. with stirring, then gradually heated to 110° C. over 2.5 hr with continued stirring. After stirring at ca. 110° C. for an additional 2 hr the mixture is cooled to 60° C. and mixed with crushed ice (3.5 Kg). After all the ice has melted, the mixture is filtered and the solid... Reactants: O=C(O)c1cc(Cl)ccc1Oc1cncc(F)c1, Cl, COC(=O)c1ccc(C(C)N)cc1. The product is COC(=O)c1ccc(C(C)NC(=O)c2cc(Cl)ccc2Oc2cncc(F)c2)cc1. Reaction SMILES: [Cl:1][c:2]1[cH:3][cH:4][c:5]([O:11][c:12]2[cH:13][n:14][cH:15][c:16]([F:18])[cH:17]2)[c:6]([C:7](=[O:8])[OH:9])[cH:10]1.[ClH:19].[NH2:20][CH:21]([CH3:22])[c:23]1[cH:24][cH:25][c:26]([C:27](=[O:28])[O:29][CH3:30])[cH:31][cH:32]1>>[Cl:1][c:2]1[cH:3][cH:4][c:5]([O:11][c:12]2[cH:13][n:14][cH:15][c:16]([F:18])[cH:17]2)[c:6]([C:7](=[O:9])[NH:20][CH:21]([CH3:22])[c:23]2[cH:24][cH:25][c:26]([C:27](=[O:28])[O:29][CH3:30])[cH:31][cH:32]2)[cH:10]1.